describe an organic reaction: reactants, conditions, products, and yield From a dataset of the Open Reaction Database (ORD), a public repository of structured organic reaction records. The reactants are O (Water), [OH-].[Li+] (lithium hydroxide), C(C)(=O)N1[C@@H](C(N(C(=C1)C1=CC=CC=C1)CC(=O)N[C@H](C(C(=O)OC(C)C)=O)CC1=CC=CC=C1)=O)C(C)C (isopropyl (3S)-3-{(3R)-4-acetyl-3-isopropyl-2-oxo-6-phenyl-1,2,3,4-tetrahydropyrazin-1-yl}methylcarbonylamino-2-oxo-4-phenylbutyrate). Solvent: CO (methanol). Conditions: time 1 hour. The product is C(C)(=O)N1[C@@H](C(N(C(=C1)C1=CC=CC=C1)CC(=O)N[C@H](C(C(=O)O)=O)CC1=CC=CC=C1)=O)C(C)C ((3S)-3-{(3R)-4-Acetyl-3-isopropyl-2-oxo-6-phenyl-1,2,3,4-tetrahydropyrazin-1-yl}methylcarbonylamino-2-oxo-4-phenylbutyric acid). The yield is 96.6%. RXN SMILES: O.[OH-].[Li+].[C:4]([N:7]1[CH:12]=[C:11]([C:13]2[CH:18]=[CH:17][CH:16]=[CH:15][CH:14]=2)[N:10]([CH2:19][C:20]([NH:22][C@@H:23]([CH2:32][C:33]2[CH:38]=[CH:37][CH:36]=[CH:35][CH:34]=2)[C:24](=[O:31])[C:25]([O:27]C(C)C)=[O:26])=[O:21])[C:9](=[O:39])[C@H:8]1[CH:40]([CH3:42])[CH3:41])(=[O:6])[CH3:5]>CO>[C:4]([N:7]1[CH:12]=[C:11]([C:13]2[CH:18]=[CH:17][CH:16]=[CH:15][CH:14]=2)[N:10]([CH2:19][C:20]([NH:22][C@@H:23]([CH2:32][C:33]2[CH:34]=[CH:35][CH:36]=[CH:37][CH:38]=2)[C:24](=[O:31])[C:25]([OH:27])=[O:26])=[O:21])[C:9](=[O:39])[C@H:8]1[CH:40]([CH3:42])[CH3:41])(=[O:6])[CH3:5] |f:1.2|. Procedure: Water (0.45 ml) and a 1 N aqueous lithium hydroxide solution (55 μl) are added to a solution of isopropyl (3S)-3-{(3R)-4-acetyl-3-isopropyl-2-oxo-6-phenyl-1,2,3,4-tetrahydropyrazin-1-yl}methylcarbonylamino-2-oxo-4-phenylbutyrate (24.5 mg, Compound No. 2-2) in methanol (0.5 ml), and the mixture is stirred for one hour. The reaction mixture is concentrated under reduced pressure, and 1 N hydrochloric acid is added to the concentrate to acidify the system. The whole is extracted with ethyl acetate,... Reaction SMILES: [CH3:1][O:2][C:3]1[CH:4]=[C:5]([NH:13][C:14]([NH:16][C:17]2[CH:22]=[C:21]([O:23][CH3:24])[C:20]([O:25][CH3:26])=[C:19]([O:27][CH3:28])[CH:18]=2)=[S:15])[CH:6]=[C:7]([O:11][CH3:12])[C:8]=1[O:9][CH3:10].[C:29]([C:34](O)=[O:35])#[C:30][C:31]([OH:33])=[O:32]>>[O:35]=[C:34]1[C:29](=[CH:30][C:31]([OH:33])=[O:32])[S:15][C:14](=[N:13][C:5]2[CH:4]=[C:3]([O:2][CH3:1])[C:8]([O:9][CH3:10])=[C:7]([O:11][CH3:12])[CH:6]=2)[N:16]1[C:17]1[CH:22]=[C:21]([O:23][CH3:24])[C:20]([O:25][CH3:26])=[C:19]([O:27][CH3:28])[CH:18]=1. Procedure details: Prepared by the method described in Example 1 from N,N'-bis(3,4,5-trimethoxyphenyl)thiourea (26.8 g, 66 mmoles) and acetylenedicarboxylic acid (9.8 g, 86 mmoles). Recrystallization from ethanol gave the product (19 g), mp 250°-252° C. Isolated yield 57.1%. Starting materials: COC=1C=C(C=C(C1OC)OC)NC(=S)NC1=CC(=C(C(=C1)OC)OC)OC (N,N'-bis(3,4,5-trimethoxyphenyl)thiourea), C(#CC(=O)O)C(=O)O (acetylenedicarboxylic acid). The product is O=C1N(C(SC1=CC(=O)O)=NC1=CC(=C(C(=C1)OC)OC)OC)C1=CC(=C(C(=C1)OC)OC)OC ([4-Oxo-3-(3,4,5-trimethoxyphenyl)-2-[(3,4,5-trimethoxyphenyl)imino]-5-thiazolidinylidene]acetic acid).